Dataset: the Open Reaction Database (ORD), a public repository of structured organic reaction records. Task: describe an organic reaction: reactants, conditions, products, and yield Starting materials: COC=1C=CC2=C(SC=C2OC2=CC=C(C=C2)/C=C/C(=O)OC)C1 ((E)-methyl 3-(4-((6-methoxybenzo[b]thiophen-3-yl)oxy)phenyl)acrylate), O=P(Cl)(Cl)Cl (POCl3), CN(C)C=O (DMF). Solvent: C(Cl)(Cl)Cl (CHCl3). Run at temperature 0 celsius, time 5 minute. Yields the product C(=O)C1=C(C2=C(S1)C=C(C=C2)OC)OC2=CC=C(C=C2)/C=C/C(=O)OC ((E)-methyl 3-(4-((2-formyl-6-methoxybenzo[b]thiophen-3-yl)oxy)phenyl)acrylate). The yield is 95.5%. As a reaction SMILES: [CH3:1][O:2][C:3]1[CH:4]=[CH:5][C:6]2[C:10]([O:11][C:12]3[CH:17]=[CH:16][C:15](/[CH:18]=[CH:19]/[C:20]([O:22][CH3:23])=[O:21])=[CH:14][CH:13]=3)=[CH:9][S:8][C:7]=2[CH:24]=1.O=P(Cl)(Cl)Cl.CN([CH:33]=[O:34])C>C(Cl)(Cl)Cl>[CH:33]([C:9]1[S:8][C:7]2[CH:24]=[C:3]([O:2][CH3:1])[CH:4]=[CH:5][C:6]=2[C:10]=1[O:11][C:12]1[CH:17]=[CH:16][C:15](/[CH:18]=[CH:19]/[C:20]([O:22][CH3:23])=[O:21])=[CH:14][CH:13]=1)=[O:34]. Procedure: To a solution of (E)-methyl 3-(4-((6-methoxybenzo[b]thiophen-3-yl)oxy)phenyl)acrylate (30 mg, 0.088 mmol) in CHCl3 (1.5 mL) at 0° C. was added POCl3 (0.5 mL, 5.36 mmol) followed by DMF (0.5 mL, 6.46 mmol). The resulting mixture was stirred at 0° C. for 5 min and then allowed to warm to room temperature for 2 h after which time the reaction was again cooled to 0° C. and quenched by dropwise addition of water. The mixture was then partitioned between 1N aqueous NaOH and CH2Cl2. The layers were sep... Reactants: C(C(=O)Cl)(=O)Cl (oxalylchloride), C1(=CC=CC=C1)C1=NC2=C(N1CC1=CC=C(C(=O)O)C=C1)C=CC=C2 (4-(2-phenyl-benzoimidazol-1-ylmethyl)-benzoic acid), C(C)(C)N(CC)C(C)C (diisopropylethylamine), CN(C1CNCC1)C (3-(dimethylamino)pyrrolidine). Reagents/catalysts: CN(C)C=O (DMF). Run in C(Cl)Cl (DCM). Conditions: time 2 hour. Product: CN(C)C1CN(CC1)C(C1=CC=C(C=C1)CN1C(=NC2=C1C=CC=C2)C2=CC=CC=C2)=O (N,N-Dimethyl-1-{4-[(2-phenyl-1H-benzimidazol-1-yl)methyl]-benzoyl}pyrrolidin-3-ylamine). Reaction SMILES: [C:1]1([C:7]2[N:11]([CH2:12][C:13]3[CH:21]=[CH:20][C:16]([C:17](O)=[O:18])=[CH:15][CH:14]=3)[C:10]3[CH:22]=[CH:23][CH:24]=[CH:25][C:9]=3[N:8]=2)[CH:6]=[CH:5][CH:4]=[CH:3][CH:2]=1.C(Cl)(=O)C(Cl)=O.C(N(C(C)C)CC)(C)C.[CH3:41][N:42]([CH3:48])[CH:43]1[CH2:47][CH2:46][NH:45][CH2:44]1>C(Cl)Cl.CN(C=O)C>[CH3:41][N:42]([CH:43]1[CH2:47][CH2:46][N:45]([C:17](=[O:18])[C:16]2[CH:15]=[CH:14][C:13]([CH2:12][N:11]3[C:10]4[CH:22]=[CH:23][CH:24]=[CH:25][C:9]=4[N:8]=[C:7]3[C:1]3[CH:2]=[CH:3][CH:4]=[CH:5][CH:6]=3)=[CH:21][CH:20]=2)[CH2:44]1)[CH3:48]. Procedure: The 4-(2-phenyl-benzoimidazol-1-ylmethyl)-benzoic acid (0.2 mmol) obtained in step 2 is dissolved in DCM (5 mL) and oxalylchloride (0.2 mL, 0.4 mmol, 2 M solution in DCM) and DMF (2 drops) are added. The solution is stirred for 2 hours at room temperature then concentrated in vacuo. The residue is dissolved in THF, treated with diisopropylethylamine (DIEA) (0.09 mL, 0.5 mmol) and 3-(dimethylamino)pyrrolidine (0.22 mmol, 22 uL), stirred at room temperature overnight then concentrated. This residu... Reactants: O=C(CNC(=O)c1cccc(C(F)(F)F)c1)NC1CNC1, O=C1CCC(Oc2ccncn2)CC1. Yields the product O=C(CNC(=O)c1cccc(C(F)(F)F)c1)NC1CN(C2CCC(Oc3ccncn3)CC2)C1. As a reaction SMILES: [NH:15]1[CH2:16][CH:17]([NH:19][C:20](=[O:21])[CH2:22][NH:23][C:24]([c:25]2[cH:26][c:27]([C:31]([F:32])([F:33])[F:34])[cH:28][cH:29][cH:30]2)=[O:35])[CH2:18]1.[n:1]1[cH:2][n:3][c:4]([O:7][CH:8]2[CH2:9][CH2:10][C:11](=[O:14])[CH2:12][CH2:13]2)[cH:5][cH:6]1>>[n:1]1[cH:2][n:3][c:4]([O:7][CH:8]2[CH2:9][CH2:10][CH:11]([N:15]3[CH2:16][CH:17]([NH:19][C:20](=[O:21])[CH2:22][NH:23][C:24]([c:25]4[cH:26][c:27]([C:31]([F:32])([F:33])[F:34])[cH:28][cH:29][cH:30]4)=[O:35])[CH2:18]3)[CH2:12][CH2:13]2)[cH:5][cH:6]1. Reactants: C(#C)C1=CC=C(C=C1)CC(C)NC(C)=O (N-(1-(4-ethynylphenyl)propan-2-yl)acetamide), ClC1=NC=C(C=N1)I (2-chloro-5-iodopyrimidine), CCN(C(C)C)C(C)C (DIPEA). Reagents/catalysts: Cl[Pd]([P](C1=CC=CC=C1)(C2=CC=CC=C2)C3=CC=CC=C3)([P](C4=CC=CC=C4)(C5=CC=CC=C5)C6=CC=CC=C6)Cl (bis(triphenylphosphine)dichloropalladium), [Cu]I (CuI). The solvent is C1CCOC1 (THF). Reaction conditions: time 4 hour. Yields the product ClC1=NC=C(C=N1)C#CC1=CC=C(C=C1)CC(C)NC(C)=O (N-(1-(4-((2-Chloropyrimidin-5-yl)ethynyl)phenyl)propan-2-yl)acetamide). RXN SMILES: [C:1]([C:3]1[CH:8]=[CH:7][C:6]([CH2:9][CH:10]([NH:12][C:13](=[O:15])[CH3:14])[CH3:11])=[CH:5][CH:4]=1)#[CH:2].[Cl:16][C:17]1[N:22]=[CH:21][C:20](I)=[CH:19][N:18]=1.CCN(C(C)C)C(C)C>C1COCC1.Cl[Pd](Cl)([P](C1C=CC=CC=1)(C1C=CC=CC=1)C1C=CC=CC=1)[P](C1C=CC=CC=1)(C1C=CC=CC=1)C1C=CC=CC=1.[Cu]I>[Cl:16][C:17]1[N:22]=[CH:21][C:20]([C:2]#[C:1][C:3]2[CH:8]=[CH:7][C:6]([CH2:9][CH:10]([NH:12][C:13](=[O:15])[CH3:14])[CH3:11])=[CH:5][CH:4]=2)=[CH:19][N:18]=1 |^1:40,59|. Procedure: To 1.20 g (5.96 mmol) N-(1-(4-ethynylphenyl)propan-2-yl)acetamide (I58.3) in 10 mL THF are added 1.43 g (5.96 mmol) 2-chloro-5-iodopyrimidine, 418 mg (0.60 mmol) bis(triphenylphosphine)dichloropalladium, 56.8 mg (0.30 mmol) CuI and 2.03 mL (11.9 mmol) DIPEA. The reaction mixture is stirred at r.t. for 4 h. The solvent is removed in vacuo and the residue is purified by column chromatography (silica gel, DCM/MeOH 98/2).